Dataset: the Open Reaction Database (ORD), a public repository of structured organic reaction records. Task: describe an organic reaction: reactants, conditions, products, and yield The reactants are C(CN)N (ethylene diamine), C(CCCCCCCCCCCCCCCCC)N=C=O (octadecylisocyanate). Run in CCOCC (ether), CCOCC (ether). Reaction conditions: time 2 hour. Yields the product C(CCCCCCCCCCCCCCCCC)NC(=O)NCCN (1-octadecyl-3-(aminoethyl) urea). Reaction SMILES: [CH2:1]([NH2:4])[CH2:2][NH2:3].[CH2:5]([N:23]=[C:24]=[O:25])[CH2:6][CH2:7][CH2:8][CH2:9][CH2:10][CH2:11][CH2:12][CH2:13][CH2:14][CH2:15][CH2:16][CH2:17][CH2:18][CH2:19][CH2:20][CH2:21][CH3:22]>CCOCC>[CH2:5]([NH:23][C:24]([NH:3][CH2:2][CH2:1][NH2:4])=[O:25])[CH2:6][CH2:7][CH2:8][CH2:9][CH2:10][CH2:11][CH2:12][CH2:13][CH2:14][CH2:15][CH2:16][CH2:17][CH2:18][CH2:19][CH2:20][CH2:21][CH3:22]. Procedure: 20 grams (0.33 moles) ethylene diamine in 200 cc ether was reacted with 5.0 gms (.0168 mole) octadecylisocyanate in 25 cc ether. A white precipitate forms which is stirred for 2 hours, filtered and washed with ether and recrystallized from 2 propane, melting point 108°-127°C. Starting materials: CCOC(=O)C(=O)c1ccccc1, CCOCC, [Mg+]C1CCCC1, [Cl-], [Cl-], [NH4+], C1CCOC1. The product is CCOC(=O)C(O)(c1ccccc1)C1CCCC1. Reaction SMILES: [CH2:1]([CH3:2])[O:3][C:4]([C:5](=[O:6])[c:7]1[cH:8][cH:9][cH:10][cH:11][cH:12]1)=[O:13].[CH3:14][CH2:15][O:16][CH2:17][CH3:18].[CH:20]1([Mg+:25])[CH2:21][CH2:22][CH2:23][CH2:24]1.[Cl-:19].[Cl-:26].[NH4+:27].[O:28]1[CH2:29][CH2:30][CH2:31][CH2:32]1>>[CH2:1]([CH3:2])[O:3][C:4]([C:5]([OH:6])([c:7]1[cH:8][cH:9][cH:10][cH:11][cH:12]1)[CH:20]1[CH2:21][CH2:22][CH2:23][CH2:24]1)=[O:13]. The reactants are [OH-].[Na+] (sodium hydroxide), O (water), FC1=CC2=C(N(N=N2)C2=C(C=CC=C2)OC)C=C1NC(C)=O (N-[5-fluoro-1-(o-methoxyphenyl)-1H -benzotriazol-6-yl]acetamide), Cl (hydrochloric acid). Run in C(C)(=O)OCC (ethyl acetate), C(C)O (ethanol), C(Cl)Cl (methylene chloride). Yields the product NC=1C(=CC2=C(N(N=N2)C2=C(C=CC=C2)OC)C1)F (6-Amino-5-fluoro-1-(o-methoxyphenyl) -1H-benzotriazole). RXN SMILES: [F:1][C:2]1[C:18]([NH:19]C(=O)C)=[CH:17][C:5]2[N:6]([C:9]3[CH:14]=[CH:13][CH:12]=[CH:11][C:10]=3[O:15][CH3:16])[N:7]=[N:8][C:4]=2[CH:3]=1.Cl.[OH-].[Na+].O>C(O)C.C(Cl)Cl.C(OCC)(=O)C>[NH2:19][C:18]1[C:2]([F:1])=[CH:3][C:4]2[N:8]=[N:7][N:6]([C:9]3[CH:14]=[CH:13][CH:12]=[CH:11][C:10]=3[O:15][CH3:16])[C:5]=2[CH:17]=1 |f:2.3|. Reported procedure: A mixture of N-[5-fluoro-1-(o-methoxyphenyl)-1H -benzotriazol-6-yl]acetamide (7.14 g, 0.024 g) and concentrated hydrochloric acid (18 mL) in ethanol is refluxed for 2 hours, cooled to room temperature, brought to about pH 5.5 with 3M sodium hydroxide solution and poured into water. The resultant aqueous mixture is extracted with ethyl acetate. The organic extracts are combined, washed sequentially with water and brine, dried over anhydrous magnesium sulfate and concentrated in vacuo to obtain a ... The reactants are COC(CC1=C(NC2=CC=C(C=C12)Cl)C(=O)C=1N(C=CN1)COCC[Si](C)(C)C)=O (methyl[5-chloro-2-[1-[2-(trimethylsilyl)ethoxymethyl]imidazole-2-carbonyl]-1H-indol-3-yl]acetate), Cl (HCl). Solvent: CO (methanol). Product: COC(CC1=C(NC2=CC=C(C=C12)Cl)C(=O)C=1NC=CN1)=O (Methyl[5-chloro-2-(imidazole-2-carbonyl)-1H-indol-3-yl]acetate). Isolated yield 103.3%. As a reaction SMILES: [CH3:1][O:2][C:3](=[O:30])[CH2:4][C:5]1[C:13]2[C:8](=[CH:9][CH:10]=[C:11]([Cl:14])[CH:12]=2)[NH:7][C:6]=1[C:15]([C:17]1[N:18](COCC[Si](C)(C)C)[CH:19]=[CH:20][N:21]=1)=[O:16].Cl>CO>[CH3:1][O:2][C:3](=[O:30])[CH2:4][C:5]1[C:13]2[C:8](=[CH:9][CH:10]=[C:11]([Cl:14])[CH:12]=2)[NH:7][C:6]=1[C:15]([C:17]1[NH:21][CH:20]=[CH:19][N:18]=1)=[O:16]. Procedure details: To a solution of methyl[5-chloro-2-[1-[2-(trimethylsilyl)ethoxymethyl]imidazole-2-carbonyl]-1H-indol-3-yl]acetate (step 1, 300 mg, 0.67 mmol) in methanol (10 ml) was added 2N aqueous HCl (7 ml) and the mixture was refluxed for 1.5 h. After cooling to room temperature, the mixture was concentrated. To the residue was added saturated aqueous sodium bicarbonate (10 ml ) and then the mixture was concentrated. The residual yellow solids were dissolved in THF (100 ml) and dried (MgSO4). Removal of sol... The reactants are Cl (hydrochloric acid), O([Si](C)(C)C(C)(C)C)C1C2OC2(CC2OC(C(C2C2OC(C(C1N(C)C)=C2)=O)C)=O)C (11-(tert-butyldimethylsiloxy)-12-dimethylamino-3,8-dimethyl-5,9,15-trioxatetracyclo[11.2.1.02,6.08,10]hexadec-13(16)-ene-4,14-dione). Run in CC(=O)C (acetone). The product is Cl.[Si](C)(C)(C(C)(C)C)OC1C2OC2(CC2OC(C(C2C2OC(C(C1N(C)C)=C2)=O)C)=O)C (11-{[tert-butyl(dimethyl)silyl]oxy}-12-(dimethylamino)-3,8-dimethyl-5,9,15-trioxatetracyclo[11.2.1.02,6.08,10]hexadec-13(16)-ene-4,14-dione hydrochloride). Isolated yield 65.2%. Reaction SMILES: [ClH:1].[O:2]([CH:10]1[CH:24]([N:25]([CH3:27])[CH3:26])[C:23]2=[CH:28][CH:20]([O:21][C:22]2=[O:29])[CH:19]2[CH:15]([O:16][C:17](=[O:31])[CH:18]2[CH3:30])[CH2:14][C:13]2([CH3:32])[CH:11]1[O:12]2)[Si:3]([C:6]([CH3:9])([CH3:8])[CH3:7])([CH3:5])[CH3:4]>CC(C)=O>[ClH:1].[Si:3]([O:2][CH:10]1[CH:24]([N:25]([CH3:27])[CH3:26])[C:23]2=[CH:28][CH:20]([O:21][C:22]2=[O:29])[CH:19]2[CH:15]([O:16][C:17](=[O:31])[CH:18]2[CH3:30])[CH2:14][C:13]2([CH3:32])[CH:11]1[O:12]2)([C:6]([CH3:9])([CH3:7])[CH3:8])([CH3:4])[CH3:5] |f:3.4|. Procedure details: A solution of hydrochloric acid (0.3 mmol; 0.3 ml; 1N in ether) is added to a solution of the compound of Example 16 (0.22 mmol; 100 mg) in acetone (2 ml). The precipitate is filtered, washed with a little acetone, with ether and dried under reduced pressure. 70 mg of the expected product is obtained in the form of a white powder. The reactants are FC(F)(F)Oc1cc(Br)ccc1N=C=S, CC#N, CN(C)CCN1C(=O)c2cccc3cc4cccc(N)c4c(c23)C1=O. Product: CN(C)CCN1C(=O)c2cccc3cc4cccc(NC(=S)Nc5ccc(Br)cc5OC(F)(F)F)c4c(c23)C1=O. Reaction SMILES: [Br:26][c:27]1[cH:28][c:29]([O:36][C:37]([F:38])([F:39])[F:40])[c:30]([N:33]=[C:34]=[S:35])[cH:31][cH:32]1.[CH3:41][C:42]#[N:43].[NH2:1][c:2]1[cH:3][cH:4][cH:5][c:6]2[cH:7][c:8]3[c:9]4[c:10]([cH:23][cH:24][cH:25]3)[C:11](=[O:22])[N:12]([CH2:17][CH2:18][N:19]([CH3:20])[CH3:21])[C:13](=[O:16])[c:14]4[c:15]12>>[NH:1]([c:2]1[cH:3][cH:4][cH:5][c:6]2[cH:7][c:8]3[c:9]4[c:10]([cH:23][cH:24][cH:25]3)[C:11](=[O:22])[N:12]([CH2:17][CH2:18][N:19]([CH3:20])[CH3:21])[C:13](=[O:16])[c:14]4[c:15]12)[C:34]([NH:33][c:30]1[c:29]([O:36][C:37]([F:38])([F:39])[F:40])[cH:28][c:27]([Br:26])[cH:32][cH:31]1)=[S:35]. Starting materials: ClCCl, O=C(OC(=O)C(F)(F)F)C(F)(F)F, COC(=O)c1ccc2c(c1)C(O)c1ccccc1CC2, OCCS. The product is COC(=O)c1ccc2c(c1)C(SCCO)c1ccccc1CC2. RXN SMILES: [CH2:38]([Cl:39])[Cl:40].[F:21][C:22]([F:23])([F:24])[C:25]([O:26][C:27](=[O:28])[C:29]([F:30])([F:31])[F:32])=[O:33].[OH:1][CH:2]1[c:3]2[c:4]([cH:17][cH:18][cH:19][cH:20]2)[CH2:5][CH2:6][c:7]2[c:8]1[cH:9][c:10]([C:13](=[O:14])[O:15][CH3:16])[cH:11][cH:12]2.[SH:34][CH2:35][CH2:36][OH:37]>>[CH:2]1([S:34][CH2:35][CH2:36][OH:37])[c:3]2[c:4]([cH:17][cH:18][cH:19][cH:20]2)[CH2:5][CH2:6][c:7]2[c:8]1[cH:9][c:10]([C:13](=[O:14])[O:15][CH3:16])[cH:11][cH:12]2.